From a dataset of the Open Reaction Database (ORD), a public repository of structured organic reaction records. describe an organic reaction: reactants, conditions, products, and yield The reactants are FC(COC=1C=C(C=CC1C(F)(F)F)C1=NC=2N(C(=C1)C(F)(F)F)N=CC2C(=O)O)(F)F (5-[3-(2,2,2-trifluoro-ethoxy)-4-trifluoromethyl-phenyl]-7-trifluoromethyl-pyrazolo[1,5-a]pyrimidine-3-carboxylic acid), OCC(C)(C)NS(=O)(=O)C1=C(N=C(S1)N)C (2-amino-4-methyl-thiazole-5-sulfonic acid (2-hydroxy-1,1-dimethyl-ethyl)-amide). The product is OCC(C)(C)NS(=O)(=O)C1=C(N=C(S1)NC(=O)C=1C=NN2C1N=C(C=C2C(F)(F)F)C2=CC(=C(C=C2)C(F)(F)F)OCC(F)(F)F)C (5-[3-(2,2,2-Trifluoro-ethoxy)-4-trifluoromethyl-phenyl]-7-trifluoromethyl-pyrazolo[1,5-a]pyrimidine-3-carboxylic acid [5-(2-hydroxy-1,1-dimethyl-ethylsulfamoyl)-4-methyl-thiazol-2-yl]-amide). As a reaction SMILES: [F:1][C:2]([F:32])([F:31])[CH2:3][O:4][C:5]1[CH:6]=[C:7]([C:15]2[CH:20]=[C:19]([C:21]([F:24])([F:23])[F:22])[N:18]3[N:25]=[CH:26][C:27]([C:28](O)=[O:29])=[C:17]3[N:16]=2)[CH:8]=[CH:9][C:10]=1[C:11]([F:14])([F:13])[F:12].[OH:33][CH2:34][C:35]([NH:38][S:39]([C:42]1[S:46][C:45]([NH2:47])=[N:44][C:43]=1[CH3:48])(=[O:41])=[O:40])([CH3:37])[CH3:36]>>[OH:33][CH2:34][C:35]([NH:38][S:39]([C:42]1[S:46][C:45]([NH:47][C:28]([C:27]2[CH:26]=[N:25][N:18]3[C:19]([C:21]([F:22])([F:24])[F:23])=[CH:20][C:15]([C:7]4[CH:8]=[CH:9][C:10]([C:11]([F:14])([F:13])[F:12])=[C:5]([O:4][CH2:3][C:2]([F:32])([F:31])[F:1])[CH:6]=4)=[N:16][C:17]=23)=[O:29])=[N:44][C:43]=1[CH3:48])(=[O:41])=[O:40])([CH3:37])[CH3:36]. Procedure: The title compound was prepared from 5-[3-(2,2,2-trifluoro-ethoxy)-4-trifluoromethyl-phenyl]-7-trifluoromethyl-pyrazolo[1,5-a]pyrimidine-3-carboxylic acid (example C.10) and 2-amino-4-methyl-thiazole-5-sulfonic acid (2-hydroxy-1,1-dimethyl-ethyl)-amide (example B.3) according to general procedure II. The reactants are [BH4-], CO, CN(CCCCCC1Cc2cc(O)ccc2C2C(F)CC3(C)C(=O)CCC3C12)CCC(F)(F)C(F)(F)C(F)(F)C(F)(F)F, [Na+]. Yields the product CN(CCCCCC1Cc2cc(O)ccc2C2C(F)CC3(C)C(O)CCC3C12)CCC(F)(F)C(F)(F)C(F)(F)C(F)(F)F. RXN SMILES: [BH4-:44].[CH3:46][OH:47].[F:1][CH:2]1[CH:3]2[c:4]3[cH:5][cH:6][c:7]([OH:43])[cH:8][c:9]3[CH2:10][CH:11]([CH2:21][CH2:22][CH2:23][CH2:24][CH2:25][N:26]([CH2:27][CH2:28][C:29]([C:30]([C:31]([C:32]([F:33])([F:34])[F:35])([F:36])[F:37])([F:38])[F:39])([F:40])[F:41])[CH3:42])[CH:12]2[CH:13]2[CH2:14][CH2:15][C:16](=[O:20])[C:17]2([CH3:18])[CH2:19]1.[Na+:45]>>[F:1][CH:2]1[CH:3]2[c:4]3[cH:5][cH:6][c:7]([OH:43])[cH:8][c:9]3[CH2:10][CH:11]([CH2:21][CH2:22][CH2:23][CH2:24][CH2:25][N:26]([CH2:27][CH2:28][C:29]([C:30]([C:31]([C:32]([F:33])([F:34])[F:35])([F:36])[F:37])([F:38])[F:39])([F:40])[F:41])[CH3:42])[CH:12]2[CH:13]2[CH2:14][CH2:15][CH:16]([OH:20])[C:17]2([CH3:18])[CH2:19]1. Starting materials: CC(=O)O[BH-](OC(C)=O)OC(C)=O, COC(=O)C(Cc1ccc(Br)cc1)NC(=O)c1cc(Cl)ccc1N, O=Cc1ccc2ccccc2c1, [Na+]. The product is COC(=O)C(Cc1ccc(Br)cc1)NC(=O)c1cc(Cl)ccc1NCc1ccc2ccccc2c1. RXN SMILES: [C:37]([O:38][BH-:39]([O:40][C:41](=[O:42])[CH3:43])[O:44][C:45](=[O:46])[CH3:47])(=[O:48])[CH3:49].[CH3:1][O:2][C:3]([CH:4]([CH2:5][c:6]1[cH:7][cH:8][c:9]([Br:12])[cH:10][cH:11]1)[NH:13][C:14]([c:15]1[c:16]([NH2:22])[cH:17][cH:18][c:19]([Cl:21])[cH:20]1)=[O:23])=[O:24].[CH:25](=[O:26])[c:27]1[cH:28][cH:29][c:30]2[cH:31][cH:32][cH:33][cH:34][c:35]2[cH:36]1.[Na+:50]>>[CH3:1][O:2][C:3]([CH:4]([CH2:5][c:6]1[cH:7][cH:8][c:9]([Br:12])[cH:10][cH:11]1)[NH:13][C:14]([c:15]1[c:16]([NH:22][CH2:25][c:27]2[cH:28][cH:29][c:30]3[cH:31][cH:32][cH:33][cH:34][c:35]3[cH:36]2)[cH:17][cH:18][c:19]([Cl:21])[cH:20]1)=[O:23])=[O:24]. Starting materials: [Al+3], [BH4-], COc1c(C(C)(C)C)cc([PH](=O)c2cc(C(C)(C)C)c(OC)c(C(C)(C)C)c2)cc1C(C)(C)C, C1CCOC1, Cc1ccccc1, [Ce+3], [Cl-], [Cl-], [Cl-], [H-], [H-], [H-], [H-], [Li+], [Na+], O. Product: B, COc1c(C(C)(C)C)cc(Pc2cc(C(C)(C)C)c(OC)c(C(C)(C)C)c2)cc1C(C)(C)C. RXN SMILES: [Al+3:42].[BH4-:5].[C:7]([CH3:8])([CH3:9])([CH3:10])[c:11]1[cH:12][c:13]([PH:23]([c:24]2[cH:25][c:26]([C:36]([CH3:37])([CH3:38])[CH3:39])[c:27]([O:34][CH3:35])[c:28]([C:30]([CH3:31])([CH3:32])[CH3:33])[cH:29]2)=[O:40])[cH:14][c:15]([C:19]([CH3:20])([CH3:21])[CH3:22])[c:16]1[O:17][CH3:18].[CH2:47]1[O:48][CH2:49][CH2:50][CH2:51]1.[CH3:52][c:53]1[cH:54][cH:55][cH:56][cH:57][cH:58]1.[Ce+3:2].[Cl-:1].[Cl-:3].[Cl-:4].[H-:41].[H-:44].[H-:45].[H-:46].[Li+:43].[Na+:6].[OH2:59]>>[BH3:5].[C:7]([CH3:8])([CH3:9])([CH3:10])[c:11]1[cH:12][c:13]([PH:23][c:24]2[cH:25][c:26]([C:36]([CH3:37])([CH3:38])[CH3:39])[c:27]([O:34][CH3:35])[c:28]([C:30]([CH3:31])([CH3:32])[CH3:33])[cH:29]2)[cH:14][c:15]([C:19]([CH3:20])([CH3:21])[CH3:22])[c:16]1[O:17][CH3:18]. The reactants are ClCCCBr, [Li]CCCC, C1CCOC1, CCOCC, O=C(O)CC1CC1, CC(C)NC(C)C, O. Yields the product O=C(O)C(CCCCl)C1CC1. Reaction SMILES: [Br:20][CH2:21][CH2:22][CH2:23][Cl:24].[CH2:1]([Li:2])[CH2:3][CH2:4][CH3:5].[CH2:25]1[O:26][CH2:27][CH2:28][CH2:29]1.[CH3:30][CH2:31][O:32][CH2:33][CH3:34].[CH:13]1([CH2:16][C:17](=[O:18])[OH:19])[CH2:14][CH2:15]1.[CH:6]([NH:7][CH:8]([CH3:9])[CH3:10])([CH3:11])[CH3:12].[OH2:35]>>[CH:13]1([CH:16]([C:17](=[O:18])[OH:19])[CH2:21][CH2:22][CH2:23][Cl:24])[CH2:14][CH2:15]1.